describe an organic reaction: reactants, conditions, products, and yield From a dataset of the Open Reaction Database (ORD), a public repository of structured organic reaction records. The reactants are C1=C(OC=C(C1=O)O)CO (Kojic acid), ClC1=CC=C(CBr)C=C1 (4-chlorobenzyl bromide), [OH-].[Na+] (Sodium hydroxide). The solvent is CO (methanol), O (water). Run at temperature 80 celsius. Product: ClC1=CC=C(COC=2C(C=C(OC2)CO)=O)C=C1 (5-(4-chloro-benzyloxy)-2-hydroxymethyl-pyran-4-one). RXN SMILES: [CH:1]1[C:6](=[O:7])[C:5]([OH:8])=[CH:4][O:3][C:2]=1[CH2:9][OH:10].[Cl:11][C:12]1[CH:19]=[CH:18][C:15]([CH2:16]Br)=[CH:14][CH:13]=1.[OH-].[Na+]>CO.O>[Cl:11][C:12]1[CH:19]=[CH:18][C:15]([CH2:16][O:8][C:5]2[C:6](=[O:7])[CH:1]=[C:2]([CH2:9][OH:10])[O:3][CH:4]=2)=[CH:14][CH:13]=1 |f:2.3|. Reported procedure: Kojic acid (637, 5.00 g, 35.2 mmol) and 4-chlorobenzyl bromide (557, 7.95 g, 38.7 mmol) were suspended in methanol (40 mL) in an 80 mL sealed tube. Sodium hydroxide in water (12 M, 2.93 mL) was added. The reaction was heated at 80° C. overnight. The resulting suspension was concentrated. Water was added and the mixture was filtered and washed with water to provide a brown solid. Washing with minimal methanol on the filter removed the brown color. A white solid (638, 7.58 g, 80%) was isolated. 1H... Starting materials: C(C)OC([C@H](CC1=CC=C(C=C1)OCCCBr)OC)=O ((2S)-3-[4-(3-Bromo-propoxy)-phenyl]-2-methoxy-propionic acid ethyl ester), C1(=CC=CC2=CC=CC=C12)O (Naphthalen-1-ol), [OH-].[Na+] (NaOH). The product is CO[C@H](C(=O)O)CC1=CC=C(C=C1)OCCCOC1=CC=CC2=CC=CC=C12 ((2S)-2-Methoxy-3-{4-[3-(naphthalen-I-yloxy)-propoxy]-phenyl}-propionic acid). Reaction SMILES: C([O:3][C:4](=[O:20])[C@@H:5]([O:18][CH3:19])[CH2:6][C:7]1[CH:12]=[CH:11][C:10]([O:13][CH2:14][CH2:15][CH2:16]Br)=[CH:9][CH:8]=1)C.[C:21]1([OH:31])[C:30]2[C:25](=[CH:26][CH:27]=[CH:28][CH:29]=2)[CH:24]=[CH:23][CH:22]=1.[OH-].[Na+]>>[CH3:19][O:18][C@@H:5]([CH2:6][C:7]1[CH:8]=[CH:9][C:10]([O:13][CH2:14][CH2:15][CH2:16][O:31][C:21]2[C:30]3[C:25](=[CH:26][CH:27]=[CH:28][CH:29]=3)[CH:24]=[CH:23][CH:22]=2)=[CH:11][CH:12]=1)[C:4]([OH:3])=[O:20] |f:2.3|. Procedure details: (2S)-3-[4-(3-Bromo-propoxy)-phenyl]-2-methoxy-propionic acid ethyl ester from Example 173, Step A was treated with Naphthalen-1-ol under the Standard Procedure J. The compound thus obtained was allowed to react under Standard hydrolysis procedure C (NaOH) to give the title compound. MS(ES) for C23H24O5 [M+Na]+: 403, [M+H]+: 381. Reactants: C12CNCCC2CN1C1=NC2=CC=CC=C2N=C1 (2-(3,8-Diaza-bicyclo[4.2.0]oct-8-yl)-quinoxaline), ClC1=NC(=NC(=C1)C)N(C)C ((4-chloro-6-methyl-pyrimidin-2-yl)-dimethyl-amine), ClC1=NC2=CC=CC=C2N=C1 (2-chloro-quinoxaline), C(C)(C)(C)OC(=O)N1CC2NCC2CC1 (3,8-diaza-bicyclo[4.2.0]octane-3-carboxylic acid tert-butyl ester), C(C)(C)(C)OC(=O)N1CC2NCC2CC1 (3,8-diaza-bicyclo[4.2.0]octane-3-carboxylic acid tert-butyl ester). The product is C12CNCCC2CN1C1=NC(=NC(=C1)C)N(C)C ([4-(3,8-Diaza-bicyclo[4.2.0]oct-8-yl)-6-methyl-pyrimidin-2-yl]-dimethyl-amine). Reaction SMILES: C12N(C3C=NC4C(=CC=CC=4)N=3)CC1CCNC2.C(OC([N:26]1[CH2:33][CH2:32][CH:31]2[CH:28]([NH:29][CH2:30]2)[CH2:27]1)=O)(C)(C)C.Cl[C:35]1[CH:40]=[C:39]([CH3:41])[N:38]=[C:37]([N:42]([CH3:44])[CH3:43])[N:36]=1.ClC1C=NC2C(=CC=CC=2)N=1>>[CH:28]12[N:29]([C:35]3[CH:40]=[C:39]([CH3:41])[N:38]=[C:37]([N:42]([CH3:44])[CH3:43])[N:36]=3)[CH2:30][CH:31]1[CH2:32][CH2:33][NH:26][CH2:27]2. Procedure details: The title compound was prepared in a manner analogous to Intermediate 2, substituting (1R,6S)-(3,8-diaza-bicyclo[4.2.0]octane-3-carboxylic acid tert-butyl ester for 3,8-diaza-bicyclo[4.2.0]octane-3-carboxylic acid tert-butyl ester and (4-chloro-6-methyl-pyrimidin-2-yl)-dimethyl-amine for 2-chloro-quinoxaline in Step A. MS (ESI) mass calcd. for C13H21N5, 247.34. m/z found 248.1 [M+H]+. 1H NMR (CDCl3): 5.40 (s, 1H), 4.21-4.10 (m, 1H), 3.85 (t, J=7.4, 1H), 3.63-3.49 (m, 2H), 3.33 (s, 1H), 3.09 (d, ... Starting materials: C1CCOC1, Cl, N#Cc1ccccc1Cn1c(N2CCCC(N)C2)nc2ccc(F)cc2c1=O, [Na+], [OH-], OO. Yields the product NC(=O)c1ccccc1Cn1c(N2CCCC(N)C2)nc2ccc(F)cc2c1=O. Reaction SMILES: [CH2:34]1[O:35][CH2:36][CH2:37][CH2:38]1.[ClH:33].[NH2:1][CH:2]1[CH2:3][N:4]([c:8]2[n:9][c:10]3[cH:11][cH:12][c:13]([F:28])[cH:14][c:15]3[c:16](=[O:27])[n:17]2[CH2:18][c:19]2[c:20]([C:21]#[N:22])[cH:23][cH:24][cH:25][cH:26]2)[CH2:5][CH2:6][CH2:7]1.[Na+:30].[OH-:29].[OH:31][OH:32]>>[NH2:1][CH:2]1[CH2:3][N:4]([c:8]2[n:9][c:10]3[cH:11][cH:12][c:13]([F:28])[cH:14][c:15]3[c:16](=[O:27])[n:17]2[CH2:18][c:19]2[c:20]([C:21]([NH2:22])=[O:29])[cH:23][cH:24][cH:25][cH:26]2)[CH2:5][CH2:6][CH2:7]1.